Dataset: the Open Reaction Database (ORD), a public repository of structured organic reaction records. Task: describe an organic reaction: reactants, conditions, products, and yield The reactants are CCOC(=O)N=NC(=O)OCC, C1CCOC1, COC(=O)C(=C(C)C)N1C(=O)C(C(C)O)C1SC, O=C(O)c1ccccc1, c1ccc(P(c2ccccc2)c2ccccc2)cc1. Yields the product COC(=O)C(=C(C)C)N1C(=O)C(C(C)OC(=O)c2ccccc2)C1SC. Reaction SMILES: [O:47]=[C:48]([O:49][CH2:50][CH3:51])[N:52]=[N:53][C:54]([O:55][CH2:56][CH3:57])=[O:58].[O:59]1[CH2:60][CH2:61][CH2:62][CH2:63]1.[OH:1][CH:2]([CH3:3])[CH:4]1[C:5](=[O:18])[N:6]([C:10](=[C:11]([CH3:12])[CH3:13])[C:14](=[O:15])[O:16][CH3:17])[CH:7]1[S:8][CH3:9].[OH:38][C:39](=[O:40])[c:41]1[cH:42][cH:43][cH:44][cH:45][cH:46]1.[c:19]1([P:20]([c:21]2[cH:22][cH:23][cH:24][cH:25][cH:26]2)[c:27]2[cH:28][cH:29][cH:30][cH:31][cH:32]2)[cH:33][cH:34][cH:35][cH:36][cH:37]1>>[O:1]([CH:2]([CH3:3])[CH:4]1[C:5](=[O:18])[N:6]([C:10](=[C:11]([CH3:12])[CH3:13])[C:14](=[O:15])[O:16][CH3:17])[CH:7]1[S:8][CH3:9])[C:39](=[O:38])[c:41]1[cH:42][cH:43][cH:44][cH:45][cH:46]1. Reactants: CC(C)(C)C1(COC2CCCCO2)CO1, CN(C)C=O, c1nc[nH]n1. The product is CC(C)(C)C(O)(COC1CCCCO1)Cn1cncn1. RXN SMILES: [C:1]([CH3:2])([CH3:3])([CH3:4])[C:5]1([CH2:8][O:9][CH:10]2[O:11][CH2:12][CH2:13][CH2:14][CH2:15]2)[O:6][CH2:7]1.[CH3:21][N:22]([CH3:23])[CH:24]=[O:25].[nH:16]1[n:17][cH:18][n:19][cH:20]1>>[C:1]([CH3:2])([CH3:3])([CH3:4])[C:5]([OH:6])([CH2:7][n:16]1[n:17][cH:18][n:19][cH:20]1)[CH2:8][O:9][CH:10]1[O:11][CH2:12][CH2:13][CH2:14][CH2:15]1. The reactants are FC=1C=C(C=CC1)C1CCC(CC1)=O (4-(3-fluorophenyl)cyclohexanone), [BH4-].[Na+] (Sodium borohydride), [Cl-].[NH4+] (ammonium chloride), [H][H] (hydrogen). Solvent: C1CCOC1 (THF), C1CCOC1 (THF), C(C)(=O)OCC (ethyl acetate). Reaction conditions: temperature 0 celsius. Yields the product FC=1C=C(C=CC1)C1CCC(CC1)O (4-(3-fluorophenyl)cyclohexanol). The yield is 85.8%. As a reaction SMILES: [BH4-].[Na+].[F:3][C:4]1[CH:5]=[C:6]([CH:10]2[CH2:15][CH2:14][C:13](=[O:16])[CH2:12][CH2:11]2)[CH:7]=[CH:8][CH:9]=1.[H][H].[Cl-].[NH4+]>C1COCC1.C(OCC)(=O)C>[F:3][C:4]1[CH:5]=[C:6]([CH:10]2[CH2:11][CH2:12][CH:13]([OH:16])[CH2:14][CH2:15]2)[CH:7]=[CH:8][CH:9]=1 |f:0.1,4.5|. Procedure details: Sodium borohydride (9.8 g) and THF (100 ml) were put in a reaction vessel under a nitrogen atmosphere, and cooled to 0° C. The compound (19) (47.2 g) dissolved in THF (100 ml) was added dropwise thereto, with caution in the evolution of hydrogen gas, and the mixture was stirred for 3 hours. A saturated aqueous solution of ammonium chloride (400 ml) and ethyl acetate (400 ml) were added and mixed thereto. The mixture was then allowed to stand until it had separated into organic and aqueous phases... The reactants are ClC1=CC=2C3=C(NC2C=C1)CCN(C3)C (8-Chloro-2-methyl-2,3,4,5-tetrahydro-1H-pyrido[4,3-b]indole), [OH-].[K+] (KOH), CN1C(CCC1)=O (N-methyl-2-pyrrolidone), C1(=CCCCC1)C1=CC=NC=C1 (4-cyclohexenylpyridine). Solvent: O (water). Reaction conditions: time 10 minute. Yields the product ClC1=CC=2C3=C(N(C2C=C1)C1C(CCCC1)C=1C=NC=CC1)CCN(C3)C (8-chloro-5-(2-(3-pyridyl)cyclohex-1-yl)-2,3,4,5-tetrahydro-2-methyl-1H-pyrido[4,3-b]indole). As a reaction SMILES: [Cl:1][C:2]1[CH:10]=[CH:9][C:8]2[NH:7][C:6]3[CH2:11][CH2:12][N:13]([CH3:15])[CH2:14][C:5]=3[C:4]=2[CH:3]=1.[OH-].[K+].[C:18]1([C:24]2[CH:29]=[CH:28]N=C[CH:25]=2)[CH2:23][CH2:22][CH2:21][CH2:20][CH:19]=1.[CH3:30][N:31]1CCCC1=O>O>[Cl:1][C:2]1[CH:10]=[CH:9][C:8]2[N:7]([CH:23]3[CH2:22][CH2:21][CH2:20][CH2:19][CH:18]3[C:24]3[CH:25]=[N:31][CH:30]=[CH:28][CH:29]=3)[C:6]3[CH2:11][CH2:12][N:13]([CH3:15])[CH2:14][C:5]=3[C:4]=2[CH:3]=1 |f:1.2|. Reported procedure: To a solution of 8-Chloro-2-methyl-2,3,4,5-tetrahydro-1H-pyrido[4,3-b]indole (0.1 g, 0.45 mmol) in N-methyl-2-pyrrolidone (1.0 mL) was added powdered KOH (0.140 g, 2.5 mmol) and stirred for 10 min. at RT. 4-cyclohexenylpyridine (1.25 mol) was added and the reaction mixture was stirred for additional 4 h at 100° C. After completion of reaction (as analyzed by TLC), the reaction mixture was diluted with water (15 mL) and extracted with EtOAc (3×20 mL). The organic layer was dried over anhydrous so... Reactants: S1N=C(C2=C1C=CC=C2)N2CCNCC2 (1-(1,2-benzisothiazol-3-yl)piperazine), BrCCCCN1C(C=2C(C1=O)=CC=CC2)=O (N-(4-bromobutyl)phthalimide), C(C)(C)N(C(C)C)CC (N,N-diisopropylethylamine). Run in CN(C)C=O (DMF). Conditions: temperature 80 celsius. Product: S1N=C(C2=C1C=CC=C2)N2CCN(CC2)CCCCN2C(C1=CC=CC=C1C2=O)=O (2-[4-[4-(1,2-Benzisothiazol-3-yl)-1-piperazinyl]butyl]-1H-isoindole-1,3(2H)-dione). The yield is 65.4%. RXN SMILES: [S:1]1[C:5]2[CH:6]=[CH:7][CH:8]=[CH:9][C:4]=2[C:3]([N:10]2[CH2:15][CH2:14][NH:13][CH2:12][CH2:11]2)=[N:2]1.Br[CH2:17][CH2:18][CH2:19][CH2:20][N:21]1[C:25](=[O:26])[C:24]2=[CH:27][CH:28]=[CH:29][CH:30]=[C:23]2[C:22]1=[O:31].C(N(CC)C(C)C)(C)C>CN(C=O)C>[S:1]1[C:5]2[CH:6]=[CH:7][CH:8]=[CH:9][C:4]=2[C:3]([N:10]2[CH2:11][CH2:12][N:13]([CH2:17][CH2:18][CH2:19][CH2:20][N:21]3[C:25](=[O:26])[C:24]4[C:23](=[CH:30][CH:29]=[CH:28][CH:27]=4)[C:22]3=[O:31])[CH2:14][CH2:15]2)=[N:2]1. Reported procedure: An 18.01 g sample of 1-(1,2-benzisothiazol-3-yl)piperazine (83.7 mmol), 29.5 g of N-(4-bromobutyl)phthalimide (104.6 mmol) and 36 mL of N,N-diisopropylethylamine (375.4 mmol) were added to 400 mL of dry DMF. The solution was heated at 80° C. for 18 hours, and the solvent was then removed in vacuo. The residue was dissolved in 500 mL of methylene chloride and was washed with saturated aqueous sodium bicarbonate. The combined aqueous layers were re-extracted with 2 portions of methylene chloride. ... The reactants are O=C(Cl)c1ccccc1, OC1CCN(Cc2ccccc2)C1, O=C(OC1CCN(Cc2ccccc2)C1)c1ccccc1, CO, CC(Cl)OC(=O)Cl, ClCCl, [Na+], O=C([O-])O, c1ccncc1. Product: O=C(OC1CCNC1)c1ccccc1. As a reaction SMILES: [C:20]([Cl:21])(=[O:22])[c:23]1[cH:24][cH:25][cH:26][cH:27][cH:28]1.[CH2:1]([N:2]1[CH2:3][CH2:4][CH:5]([OH:6])[CH2:7]1)[c:8]1[cH:9][cH:10][cH:11][cH:12][cH:13]1.[CH2:34]([c:35]1[cH:36][cH:37][cH:38][cH:39][cH:40]1)[N:41]1[CH2:42][CH:43]([O:46][C:47]([c:48]2[cH:49][cH:50][cH:51][cH:52][cH:53]2)=[O:54])[CH2:44][CH2:45]1.[CH3:65][OH:66].[Cl:55][C:56]([O:57][CH:58]([Cl:59])[CH3:60])=[O:61].[Cl:62][CH2:63][Cl:64].[Na+:33].[O-:29][C:30]([OH:31])=[O:32].[cH:14]1[cH:15][cH:16][n:17][cH:18][cH:19]1>>[NH:41]1[CH2:42][CH:43]([O:46][C:47]([c:48]2[cH:49][cH:50][cH:51][cH:52][cH:53]2)=[O:54])[CH2:44][CH2:45]1.